This data is from the Open Reaction Database (ORD), a public repository of structured organic reaction records. The task is: describe an organic reaction: reactants, conditions, products, and yield Starting materials: COC(=O)c1ccc(Br)s1, COCCOC, ClCCl, [Na+], [Na+], O=C([O-])[O-], OB(O)c1ccccc1, [Pd], c1ccc(P(c2ccccc2)c2ccccc2)cc1, c1ccc(P(c2ccccc2)c2ccccc2)cc1, c1ccc(P(c2ccccc2)c2ccccc2)cc1, c1ccc(P(c2ccccc2)c2ccccc2)cc1. Yields the product COC(=O)c1ccc(-c2ccccc2)s1. RXN SMILES: [Br:1][c:2]1[s:3][c:4]([C:7](=[O:8])[O:9][CH3:10])[cH:5][cH:6]1.[CH3:26][O:27][CH2:28][CH2:29][O:30][CH3:31].[Cl:32][CH2:33][Cl:34].[Na+:20].[Na+:21].[O-:22][C:23](=[O:24])[O-:25].[OH:11][B:12]([OH:13])[c:14]1[cH:15][cH:16][cH:17][cH:18][cH:19]1.[Pd:35].[c:36]1([P:37]([c:38]2[cH:39][cH:40][cH:41][cH:42][cH:43]2)[c:44]2[cH:45][cH:46][cH:47][cH:48][cH:49]2)[cH:50][cH:51][cH:52][cH:53][cH:54]1.[c:55]1([P:56]([c:57]2[cH:58][cH:59][cH:60][cH:61][cH:62]2)[c:63]2[cH:64][cH:65][cH:66][cH:67][cH:68]2)[cH:69][cH:70][cH:71][cH:72][cH:73]1.[c:74]1([P:75]([c:76]2[cH:77][cH:78][cH:79][cH:80][cH:81]2)[c:82]2[cH:83][cH:84][cH:85][cH:86][cH:87]2)[cH:88][cH:89][cH:90][cH:91][cH:92]1.[c:93]1([P:94]([c:95]2[cH:96][cH:97][cH:98][cH:99][cH:100]2)[c:101]2[cH:102][cH:103][cH:104][cH:105][cH:106]2)[cH:107][cH:108][cH:109][cH:110][cH:111]1>>[c:2]1(-[c:14]2[cH:15][cH:16][cH:17][cH:18][cH:19]2)[s:3][c:4]([C:7](=[O:8])[O:9][CH3:10])[cH:5][cH:6]1. The reactants are CC(=CCCC(=C)C=C)C (Myrcene), C(C)(=O)[O-].[Na+] (Sodium Acetate), Chloro di-hydrogeranyl acetate, [OH-].[Ca+2].[OH-] (Calcium hydroxide), Myrcene dihydrochloride, ClC(C(=C(C)C)Cl)CCCCC (Dichloro di-methyloctene), acetates. Solvent: C1=CC=CC=C1 (Benzene), C(C)N(CC)CC (Triethylamine). Yields the product OC\C(\C)=C/CCC(C)CCO (Hydroxycitronellol). RXN SMILES: [CH3:1][C:2]([CH3:10])=[CH:3][CH2:4][CH2:5][C:6]([CH:8]=[CH2:9])=[CH2:7].ClC(CCCCC)C(Cl)=C(C)C.C([O-])(=O)C.[Na+].[OH-:28].[Ca+2].[OH-:30]>C1C=CC=CC=1.C(N(CC)CC)C>[OH:28][CH2:1]/[C:2](=[CH:3]\[CH2:4][CH2:5][CH:6]([CH2:8][CH2:9][OH:30])[CH3:7])/[CH3:10] |f:2.3,4.5.6|. Procedure: Prod.: (many methods) e.g. from Myrcene, via Myrcene dihydrochloride to Dichloro di-methyloctene. This is converted to Chloro di-hydrogeranyl acetate (andneryl acetate) with Sodium Acetate in Benzene in presence of Triethylamine. The acetates are saponified with Calcium hydroxide to yield Hydroxycitronellol, from which the aldehyde is prepared by oxidation. Reactants: Cc1cc(C)c(CNC(=O)c2cc(Br)cc3c2cnn3C2CCNCC2)c(=O)[nH]1, [BH3-]C#N, CO, CC(=O)O, O=Cc1ccccc1, [Na+]. The product is Cc1cc(C)c(CNC(=O)c2cc(Br)cc3c2cnn3C2CCN(Cc3ccccc3)CC2)c(=O)[nH]1. RXN SMILES: [Br:1][c:2]1[cH:3][c:4]([C:17](=[O:18])[NH:19][CH2:20][c:21]2[c:22](=[O:29])[nH:23][c:24]([CH3:28])[cH:25][c:26]2[CH3:27])[c:5]2[cH:6][n:7][n:8]([CH:11]3[CH2:12][CH2:13][NH:14][CH2:15][CH2:16]3)[c:9]2[cH:10]1.[C:44]([BH3-:45])#[N:46].[CH3:38][OH:39].[CH3:40][C:41](=[O:42])[OH:43].[CH:30](=[O:31])[c:32]1[cH:33][cH:34][cH:35][cH:36][cH:37]1.[Na+:47]>>[Br:1][c:2]1[cH:3][c:4]([C:17](=[O:18])[NH:19][CH2:20][c:21]2[c:22](=[O:29])[nH:23][c:24]([CH3:28])[cH:25][c:26]2[CH3:27])[c:5]2[cH:6][n:7][n:8]([CH:11]3[CH2:12][CH2:13][N:14]([CH2:30][c:32]4[cH:33][cH:34][cH:35][cH:36][cH:37]4)[CH2:15][CH2:16]3)[c:9]2[cH:10]1. Reactants: O=C([O-])[O-], CCOC(C)=O, Cc1ccccc1, Cl, [K+], [K+], O, OCCO, Cc1ccc(S(=O)(=O)O)cc1, O=C(Cn1ccnc1)c1ccc2ccccc2c1. Yields the product c1ccc2cc(C3(Cn4ccnc4)OCCO3)ccc2c1. As a reaction SMILES: [C:36](=[O:37])([O-:38])[O-:39].[CH3:42][CH2:43][O:44][C:45](=[O:46])[CH3:47].[CH3:48][c:49]1[cH:50][cH:51][cH:52][cH:53][cH:54]1.[ClH:1].[K+:40].[K+:41].[OH2:24].[OH:20][CH2:21][CH2:22][OH:23].[c:25]1([CH3:26])[cH:27][cH:28][c:29]([S:30]([OH:31])(=[O:32])=[O:33])[cH:34][cH:35]1.[cH:2]1[c:3]([C:12](=[O:13])[CH2:14][n:15]2[cH:16][n:17][cH:18][cH:19]2)[cH:4][cH:5][c:6]2[cH:7][cH:8][cH:9][cH:10][c:11]12>>[cH:2]1[c:3]([C:12]2([CH2:14][n:15]3[cH:16][n:17][cH:18][cH:19]3)[O:13][CH2:22][CH2:21][O:20]2)[cH:4][cH:5][c:6]2[cH:7][cH:8][cH:9][cH:10][c:11]12.